This data is from the Open Reaction Database (ORD), a public repository of structured organic reaction records. The task is: describe an organic reaction: reactants, conditions, products, and yield Starting materials: C(C)(C)(C)OC(=O)N1CCC(CC1)C1=CC=C(C=C1)N (4-(4-amino-phenyl)-piperidine-1-carboxylic acid tert-butyl ester), C(C)OC(=O)C=1C(C2=C(N=C(N=C2)S(=O)(=O)C)N(C1)C=1C=C2CCCC2=CC1)=O (8-indan-5-yl-2-methanesulfonyl-5-oxo-5,8-dihydro-pyrido[2,3-d]pyrimidine-6-carboxylic acid ethyl ester). Product: C(C)OC(=O)C=1C(C2=C(N=C(N=C2)NC2=CC=C(C=C2)C2CCNCC2)N(C1)C=1C=C2CCCC2=CC1)=O (8-Indan-5-yl-5-oxo-2-(4-piperidin-4-yl-phenylamino)-5,8-dihydro-pyrido[2,3-d]pyrimidine-6-carboxylic acid ethyl ester). Reaction SMILES: C(OC([N:8]1[CH2:13][CH2:12][CH:11]([C:14]2[CH:19]=[CH:18][C:17]([NH2:20])=[CH:16][CH:15]=2)[CH2:10][CH2:9]1)=O)(C)(C)C.[CH2:21]([O:23][C:24]([C:26]1[C:27](=[O:49])[C:28]2[CH:33]=[N:32][C:31](S(C)(=O)=O)=[N:30][C:29]=2[N:38]([C:40]2[CH:41]=[C:42]3[C:46](=[CH:47][CH:48]=2)[CH2:45][CH2:44][CH2:43]3)[CH:39]=1)=[O:25])[CH3:22]>>[CH2:21]([O:23][C:24]([C:26]1[C:27](=[O:49])[C:28]2[CH:33]=[N:32][C:31]([NH:20][C:17]3[CH:16]=[CH:15][C:14]([CH:11]4[CH2:10][CH2:9][NH:8][CH2:13][CH2:12]4)=[CH:19][CH:18]=3)=[N:30][C:29]=2[N:38]([C:40]2[CH:41]=[C:42]3[C:46](=[CH:47][CH:48]=2)[CH2:45][CH2:44][CH2:43]3)[CH:39]=1)=[O:25])[CH3:22]. Procedure details: Using the procedure outlined in Example 1(g) the title compound was prepared from 4-(4-amino-phenyl)-piperidine-1-carboxylic acid tert-butyl ester (from the previous step, 66 mg, 0.24 mmol) and 8-indan-5-yl-2-methanesulfonyl-5-oxo-5,8-dihydro-pyrido[2,3-d]pyrimidine-6-carboxylic acid ethyl ester (from Example 1(e), 100 mg, 0.24 mmol). A yellow solid was obtained (75 mg, 51%) after a preparative HPLC (32 mL/min 5-100% MeCN/H2O gradient over 10 min) purification. The Boc group was removed by treat...